Dataset: the Open Reaction Database (ORD), a public repository of structured organic reaction records. Task: describe an organic reaction: reactants, conditions, products, and yield The product is CC1=CC=C(S1)C1=NC=2C(=NC=CC2)N1CC(=O)O (2-(5-methyl-2-thienyl)-3H-imidazo[4,5-b]pyridine-3-acetic acid). Starting materials: C(C)OC(CNC1=NC=CC=C1NC(=O)C=1SC(=CC1)C)=O (N-[3-[(5-methyl-2-thienylcarbonyl)amino]-2-pyridinyl]glycine ethyl ester), C (charcoal), O (water), [OH-].[K+] (potassium hydroxide). Yield: 0.8%. The solvent is C(CO)O (ethylene glycol), CO (methanol). Procedure: A suspension of N-[3-[(5-methyl-2-thienylcarbonyl)amino]-2-pyridinyl]glycine ethyl ester (93.8 g, 0.293 mole) was refluxed in ethylene glycol (500 ml) for 45 minutes. The solution was cooled and water (200 ml) and solid potassium hydroxide pellets (23.25 g, 0.41 mole) were added. The resulting solution was refluxed for one hour and then filtered hot into ice water (2 liters) and acidified with 3N hydrochloric acid to give a solid which was collected by filtration and dried to give 52.3 g of crud... As a reaction SMILES: C([O:3][C:4](=[O:22])[CH2:5][NH:6][C:7]1[C:12]([NH:13][C:14]([C:16]2[S:17][C:18]([CH3:21])=[CH:19][CH:20]=2)=O)=[CH:11][CH:10]=[CH:9][N:8]=1)C.O.[OH-].[K+].C>C(O)CO.CO>[CH3:21][C:18]1[S:17][C:16]([C:14]2[N:6]([CH2:5][C:4]([OH:3])=[O:22])[C:7]3=[N:8][CH:9]=[CH:10][CH:11]=[C:12]3[N:13]=2)=[CH:20][CH:19]=1 |f:2.3|. Reactants: Nc1c([N+](=O)[O-])cc(F)c(Cl)c1Br, CC(C)(C)ON=O, CC#N, [Cl-], Cl. The product is O=[N+]([O-])c1cc(F)c(Cl)c(Br)c1Cl. Reaction SMILES: [Br:2][c:3]1[c:4]([NH2:5])[c:6]([N+:12](=[O:13])[O-:14])[cH:7][c:8]([F:11])[c:9]1[Cl:10].[C:15]([O:16][N:17]=[O:18])([CH3:19])([CH3:20])[CH3:21].[CH3:23][C:24]#[N:25].[Cl-:1].[ClH:22]>>[Cl:1][c:4]1[c:3]([Br:2])[c:9]([Cl:10])[c:8]([F:11])[cH:7][c:6]1[N+:12](=[O:13])[O-:14].